The task is: describe an organic reaction: reactants, conditions, products, and yield. This data is from the Open Reaction Database (ORD), a public repository of structured organic reaction records. Reported procedure: 3.88 g of 1-(2-methoxyphenyl)-3,5-dimethyl-1H-pyrazol was dissolved in 40 ml of methylene chloride, and 32 ml of 1 M solution of borontribromide in methylene chloride was added and stirred at room temperature for 1.5 hours. The reaction mixture was added to 150 ml of water, neutralized with 1N-sodium hydroxide and extracted with 150 ml of ethyl acetate. The organic layer was dried over anhydrous magnesium sulfate, and then the solvent was distilled off under reduced pressure, and purified by sil... Yields the product CC1=NN(C(=C1)C)C1=C(C=CC=C1)O (2-(3,5-Dimethyl-1H-pyrazol-1-yl)phenol). Conditions: time 1.5 hour. Reactants: solution, [OH-].[Na+] (sodium hydroxide), COC1=C(C=CC=C1)N1N=C(C=C1C)C (1-(2-methoxyphenyl)-3,5-dimethyl-1H-pyrazol), O (water). RXN SMILES: C[O:2][C:3]1[CH:8]=[CH:7][CH:6]=[CH:5][C:4]=1[N:9]1[C:13]([CH3:14])=[CH:12][C:11]([CH3:15])=[N:10]1.O.[OH-].[Na+]>C(Cl)Cl>[CH3:15][C:11]1[CH:12]=[C:13]([CH3:14])[N:9]([C:4]2[CH:5]=[CH:6][CH:7]=[CH:8][C:3]=2[OH:2])[N:10]=1 |f:2.3|. The yield is 78.4%. The solvent is C(Cl)Cl (methylene chloride), C(Cl)Cl (methylene chloride).